This data is from the Open Reaction Database (ORD), a public repository of structured organic reaction records. The task is: describe an organic reaction: reactants, conditions, products, and yield Reaction SMILES: [Si:1]([O:8][C:9]1[CH:16]=[CH:15][C:12]([CH2:13]Br)=[CH:11][C:10]=1[Cl:17])([C:4]([CH3:7])([CH3:6])[CH3:5])([CH3:3])[CH3:2].[CH3:18][C:19]1[N:24]=[C:23]2[N:25]=[C:26]([CH2:28][CH3:29])[NH:27][C:22]2=[C:21]([CH3:30])[CH:20]=1>>[Si:1]([O:8][C:9]1[CH:16]=[CH:15][C:12]([CH2:13][N:25]2[C:23]3=[N:24][C:19]([CH3:18])=[CH:20][C:21]([CH3:30])=[C:22]3[N:27]=[C:26]2[CH2:28][CH3:29])=[CH:11][C:10]=1[Cl:17])([C:4]([CH3:7])([CH3:6])[CH3:5])([CH3:3])[CH3:2]. Isolated yield 15.9%. Starting materials: [Si](C)(C)(C(C)(C)C)OC1=C(C=C(CBr)C=C1)Cl (4-tert-butyldimethylsilyloxy-3-chlorobenzyl bromide), CC1=CC(=C2C(=N1)N=C(N2)CC)C (5,7-dimethyl-2-ethylimidazo[4,5-b]-pyridine). Reported procedure: The product of Step C (1.79 g, 5.15 mmol) was used to alkylate 0.750 g (4.29 mmol) of 5,7-dimethyl-2-ethylimidazo[4,5-b]-pyridine (prepared as described in EP 400,974 published Dec. 5, 1990) according to the procedure described for Step B of Example 2, which after purification afforded 0.294 g (15%) of the title compound. Product: [Si](C)(C)(C(C)(C)C)OC1=C(C=C(C=C1)CN1C(=NC=2C1=NC(=CC2C)C)CC)Cl (3-(4-tert-butyldimethylsilyloxy-3-chlorophenylmethyl) -5,7-dimethyl-2-ethyl-3H-imidazo[4,5-b]-pyridine). Reactants: O=C(O)c1cc(Cl)ccc1COc1cncc(Cl)c1, Cl, COC(=O)c1ccc(C(C)N)cc1. Yields the product COC(=O)c1ccc(C(C)NC(=O)c2cc(Cl)ccc2COc2cncc(Cl)c2)cc1. RXN SMILES: [Cl:1][c:2]1[cH:3][cH:4][c:5]([CH2:11][O:12][c:13]2[cH:14][n:15][cH:16][c:17]([Cl:19])[cH:18]2)[c:6]([C:7](=[O:8])[OH:9])[cH:10]1.[ClH:20].[NH2:21][CH:22]([CH3:23])[c:24]1[cH:25][cH:26][c:27]([C:28](=[O:29])[O:30][CH3:31])[cH:32][cH:33]1>>[Cl:1][c:2]1[cH:3][cH:4][c:5]([CH2:11][O:12][c:13]2[cH:14][n:15][cH:16][c:17]([Cl:19])[cH:18]2)[c:6]([C:7](=[O:9])[NH:21][CH:22]([CH3:23])[c:24]2[cH:25][cH:26][c:27]([C:28](=[O:29])[O:30][CH3:31])[cH:32][cH:33]2)[cH:10]1. Reactants: O=C(O)C=CC(=O)Nc1ccc2ncnc(Nc3cccc(Br)c3)c2c1, O=C([O-])[O-], CC(C)(C)C(=O)OCCl, CS(C)=O, [I-], [K+], [K+], [Na+], O. As a reaction SMILES: [Br:16][c:17]1[cH:18][c:19]([NH:23][c:24]2[n:25][cH:26][n:27][c:28]3[cH:29][cH:30][c:31]([NH:34][C:35](=[O:36])[CH:37]=[CH:38][C:39](=[O:40])[OH:41])[cH:32][c:33]23)[cH:20][cH:21][cH:22]1.[C:1](=[O:2])([O-:3])[O-:4].[C:7]([C:8]([CH3:9])([CH3:10])[CH3:11])(=[O:12])[O:13][CH2:14][Cl:15].[CH3:44][S:45]([CH3:46])=[O:47].[I-:43].[K+:5].[K+:6].[Na+:42].[OH2:48]>>[C:7]([C:8]([CH3:9])([CH3:10])[CH3:11])(=[O:12])[O:13][CH2:14][O:41][C:39]([CH:38]=[CH:37][C:35]([NH:34][c:31]1[cH:30][cH:29][c:28]2[n:27][cH:26][n:25][c:24]([NH:23][c:19]3[cH:18][c:17]([Br:16])[cH:22][cH:21][cH:20]3)[c:33]2[cH:32]1)=[O:36])=[O:40]. Yields the product CC(C)(C)C(=O)OCOC(=O)C=CC(=O)Nc1ccc2ncnc(Nc3cccc(Br)c3)c2c1. The reactants are CCCCP(CCCC)CCCC, CCOC(=O)c1cn(Cc2ccccc2)nc1O, O=C(N=NC(=O)N1CCCCC1)N1CCCCC1, C1CCOC1, COCOc1cc(CO)ccc1OCc1nc(-c2ccco2)oc1C. The product is CCOC(=O)c1cn(Cc2ccccc2)nc1OCc1ccc(OCc2nc(-c3ccco3)oc2C)c(OCOC)c1. RXN SMILES: [CH2:26]([P:27]([CH2:28][CH2:29][CH2:30][CH3:31])[CH2:32][CH2:33][CH2:34][CH3:35])[CH2:36][CH2:37][CH3:38].[CH2:39]([c:40]1[cH:41][cH:42][cH:43][cH:44][cH:45]1)[n:46]1[n:47][c:48]([OH:56])[c:49]([C:51](=[O:52])[O:53][CH2:54][CH3:55])[cH:50]1.[N:57]([C:58]([N:59]1[CH2:60][CH2:61][CH2:62][CH2:63][CH2:64]1)=[O:65])=[N:66][C:67]([N:68]1[CH2:69][CH2:70][CH2:71][CH2:72][CH2:73]1)=[O:74].[O:75]1[CH2:76][CH2:77][CH2:78][CH2:79]1.[o:1]1[c:2](-[c:6]2[o:7][c:8]([CH3:25])[c:9]([CH2:11][O:12][c:13]3[c:14]([O:21][CH2:22][O:23][CH3:24])[cH:15][c:16]([CH2:19][OH:20])[cH:17][cH:18]3)[n:10]2)[cH:3][cH:4][cH:5]1>>[o:1]1[c:2](-[c:6]2[o:7][c:8]([CH3:25])[c:9]([CH2:11][O:12][c:13]3[c:14]([O:21][CH2:22][O:23][CH3:24])[cH:15][c:16]([CH2:19][O:20][c:48]4[n:47][n:46]([CH2:39][c:40]5[cH:41][cH:42][cH:43][cH:44][cH:45]5)[cH:50][c:49]4[C:51](=[O:52])[O:53][CH2:54][CH3:55])[cH:17][cH:18]3)[n:10]2)[cH:3][cH:4][cH:5]1. The reactants are ClCCl, COC1(c2ccc(C(F)(F)F)cc2CO)CCCCCC1, CCOC(C)=O. Yields the product COC1(c2ccc(C(F)(F)F)cc2C=O)CCCCCC1. Reaction SMILES: [CH2:22]([Cl:23])[Cl:24].[CH3:1][O:2][C:3]1([c:10]2[c:11]([CH2:20][OH:21])[cH:12][c:13]([C:16]([F:17])([F:18])[F:19])[cH:14][cH:15]2)[CH2:4][CH2:5][CH2:6][CH2:7][CH2:8][CH2:9]1.[CH3:25][CH2:26][O:27][C:28](=[O:29])[CH3:30]>>[CH3:1][O:2][C:3]1([c:10]2[c:11]([CH:20]=[O:21])[cH:12][c:13]([C:16]([F:17])([F:18])[F:19])[cH:14][cH:15]2)[CH2:4][CH2:5][CH2:6][CH2:7][CH2:8][CH2:9]1. Reactants: N#CBr (cyanogen bromide), C1(=CC=CC=C1)C1NCCNCC2=C1C=CC=C2 (1,2,3,4,5,6-hexahydro-1-phenyl-2,5-benzodiazocine). Run in CO (methanol), CO (methanol). Conditions: time 3 hour. The product is C1(=CC=CC=C1)C1NCCN(CC2=C1C=CC=C2)C#N (6-phenyl-3,4,5,6-tetrahydro2,5-benzodiazocine-2(1H)-carbonitrile). The yield is 35.7%. RXN SMILES: [N:1]#[C:2]Br.[C:4]1([CH:10]2[C:17]3[CH:18]=[CH:19][CH:20]=[CH:21][C:16]=3[CH2:15][NH:14][CH2:13][CH2:12][NH:11]2)[CH:9]=[CH:8][CH:7]=[CH:6][CH:5]=1>CO>[C:4]1([CH:10]2[C:17]3[CH:18]=[CH:19][CH:20]=[CH:21][C:16]=3[CH2:15][N:14]([C:2]#[N:1])[CH2:13][CH2:12][NH:11]2)[CH:5]=[CH:6][CH:7]=[CH:8][CH:9]=1. Procedure details: A solution of 6.87 g (63 mmol) of cyanogen bromide in 15 mL of methanol was added to a solution of 15 g (63 mmol) of 1,2,3,4,5,6-hexahydro-1-phenyl-2,5-benzodiazocine in 110 mL of methanol at 0°. The reaction was allowed to come to room temperature and stirred 3 hours. The reaction was stripped and the residue partitioned between ethyl acetate and water made slightly acidic with 6N HCl. The aqueous layer was made basic, extracted into ethyl acetate, dried, stripped and chromatographed on ten tim... Starting materials: C=Cc1cc(-c2c(CCCCC(=O)O)c(C)nn3c(CC)ccc23)ccn1, CO. Product: CCc1cc(-c2c(CCCCC(=O)O)c(C)nn3c(CC)ccc23)ccn1. Reaction SMILES: [CH2:1]([CH3:2])[c:3]1[cH:4][cH:5][c:6]2[n:7]1[n:8][c:9]([CH3:27])[c:10]([CH2:20][CH2:21][CH2:22][CH2:23][C:24](=[O:25])[OH:26])[c:11]2-[c:12]1[cH:13][c:14]([CH:18]=[CH2:19])[n:15][cH:16][cH:17]1.[CH3:28][OH:29]>>[CH2:1]([CH3:2])[c:3]1[cH:4][cH:5][c:6]2[n:7]1[n:8][c:9]([CH3:27])[c:10]([CH2:20][CH2:21][CH2:22][CH2:23][C:24](=[O:25])[OH:26])[c:11]2-[c:12]1[cH:13][c:14]([CH2:18][CH3:19])[n:15][cH:16][cH:17]1. Starting materials: BrC1=CC=C(C=C1)C(CC(=O)C=1C=CC(N(C1)C)=O)C1=C(C=CC=C1)C (5-[3-(4-Bromo-phenyl)-3-o-tolyl-propionyl]-1-methyl-1H-pyridin-2-one), COC(CCCBr)=O (methyl-4-bromobutyrate), C([O-])([O-])=O.[K+].[K+] (potassium carbonate). The product is COC(CCCN1C(C=CC(=C1)C(CC(C1=C(C=CC=C1)C)C1=CC=C(C=C1)Br)=O)=O)=O (4-{5-[3-(4-Bromo-phenyl)-3-o-tolyl-propionyl]-2-oxo-2H-pyridin-1-yl}-butyric acid methyl ester). As a reaction SMILES: [Br:1][C:2]1[CH:7]=[CH:6][C:5]([CH:8]([C:20]2[CH:25]=[CH:24][CH:23]=[CH:22][C:21]=2[CH3:26])[CH2:9][C:10]([C:12]2[CH:13]=[CH:14][C:15](=[O:19])[N:16]([CH3:18])[CH:17]=2)=[O:11])=[CH:4][CH:3]=1.[CH3:27][O:28][C:29](=[O:34])[CH2:30][CH2:31]CBr.C(=O)([O-])[O-].[K+].[K+]>>[CH3:27][O:28][C:29](=[O:34])[CH2:30][CH2:31][CH2:18][N:16]1[CH:17]=[C:12]([C:10](=[O:11])[CH2:9][CH:8]([C:5]2[CH:4]=[CH:3][C:2]([Br:1])=[CH:7][CH:6]=2)[C:20]2[CH:25]=[CH:24][CH:23]=[CH:22][C:21]=2[CH3:26])[CH:13]=[CH:14][C:15]1=[O:19] |f:2.3.4|. Reported procedure: In analogy to example 161, step 1, 5-[3-(4-bromo-phenyl)-3-o-tolyl-propionyl]-1-methyl-1H-pyridin-2-one (example 162, step 3) was reacted with methyl-4-bromobutyrate in the presence of potassium carbonate to give the title compound as a colorless foam, MS (ESI+): m/z=496.2 [M+H]+. Starting materials: C(C1=CC=CC=C1)C=1N=NC2=C(C=CC=C2C1C=1C=C(C=CC1)N)Cl ([3-(3-benzyl-8-chlorocinnolin-4-yl)phenyl]amine), ClC=1C=C(C=O)C=CC1Cl (3,4-dichlorobenzaldehyde). Yields the product C(C1=CC=CC=C1)C=1N=NC2=C(C=CC=C2C1C=1C=C(C=CC1)NCC1=CC(=C(C=C1)Cl)Cl)Cl ([3-(3-Benzyl-8-chlorocinnolin-4-yl)phenyl](3,4-dichlorobenzyl)amine). Reaction SMILES: [CH2:1]([C:8]1[N:9]=[N:10][C:11]2[C:16]([C:17]=1[C:18]1[CH:19]=[C:20]([NH2:24])[CH:21]=[CH:22][CH:23]=1)=[CH:15][CH:14]=[CH:13][C:12]=2[Cl:25])[C:2]1[CH:7]=[CH:6][CH:5]=[CH:4][CH:3]=1.[Cl:26][C:27]1[CH:28]=[C:29]([CH:32]=[CH:33][C:34]=1[Cl:35])[CH:30]=O>>[CH2:1]([C:8]1[N:9]=[N:10][C:11]2[C:16]([C:17]=1[C:18]1[CH:19]=[C:20]([NH:24][CH2:30][C:29]3[CH:32]=[CH:33][C:34]([Cl:35])=[C:27]([Cl:26])[CH:28]=3)[CH:21]=[CH:22][CH:23]=1)=[CH:15][CH:14]=[CH:13][C:12]=2[Cl:25])[C:2]1[CH:7]=[CH:6][CH:5]=[CH:4][CH:3]=1. Reported procedure: The title compound was prepared from [3-(3-benzyl-8-chlorocinnolin-4-yl)phenyl]amine and 3,4-dichlorobenzaldehyde according to the procedure of Step 5 Example 6. MS (ES) m/z 504.6.